Dataset: the Open Reaction Database (ORD), a public repository of structured organic reaction records. Task: describe an organic reaction: reactants, conditions, products, and yield Reactants: CCN(C=O)CC, CCCCCCCCCCCCCCCCCC(=O)O, O=C(Cl)Cl. Yields the product CCCCCCCCCCCCCCCCCC(=O)Cl. RXN SMILES: [CH2:1]([N:2]([CH2:3][CH3:4])[CH:5]=[O:6])[CH3:7].[CH3:12][CH2:13][CH2:14][CH2:15][CH2:16][CH2:17][CH2:18][CH2:19][CH2:20][CH2:21][CH2:22][CH2:23][CH2:24][CH2:25][CH2:26][CH2:27][CH2:28][C:29](=[O:30])[OH:31].[Cl:8][C:9]([Cl:10])=[O:11]>>[Cl:8][C:9](=[O:11])[CH2:28][CH2:27][CH2:26][CH2:25][CH2:24][CH2:23][CH2:22][CH2:21][CH2:20][CH2:19][CH2:18][CH2:17][CH2:16][CH2:15][CH2:14][CH2:13][CH3:12]. Starting materials: OC=1C(NN=C(C1)CCC1=CC=CC=C1)=O (4-hydroxy-6-(2-phenylethyl)pyridazin-3(2H)-one), C(C1=CC=CC=C1)OC=1N=NC(=CC1OCC1=CC=CC=C1)CC1CCCCC1 (3,4-bis(benzyloxy)-6-(cyclohexylmethyl)pyridazine), C(C1=CC=CC=C1)OC=1N=NC(=CC1OCC1=CC=CC=C1)CC1CCCCC1 (3,4-bis(benzyloxy)-6-(cyclohexylmethyl)pyridazine). The solvent is C(C)(=O)OCC (ethyl acetate). Product: C1(CCCCC1)CC=1C=C(C(NN1)=O)O (6-(Cyclohexylmethyl)-4-hydroxypyridazin-3(2H)-one). As a reaction SMILES: [OH:1][C:2]1[C:3](=[O:16])[NH:4][N:5]=[C:6]([CH2:8][CH2:9][C:10]2[CH:15]=[CH:14][CH:13]=[CH:12]C=2)[CH:7]=1.C(OC1N=NC(CC2CCCCC2)=CC=1OCC1C=CC=CC=1)C1C=CC=CC=1>C(OCC)(=O)C>[CH:9]1([CH2:8][C:6]2[CH:7]=[C:2]([OH:1])[C:3](=[O:16])[NH:4][N:5]=2)[CH2:10][CH2:15][CH2:14][CH2:13][CH2:12]1. Reported procedure: Prepared in the same way as 4-hydroxy-6-(2-phenylethyl)pyridazin-3(2H)-one (Example 1) from 3,4-bis(benzyloxy)-6-(cyclohexylmethyl)pyridazine (Intermediate 50) except that the solvent used for the hydrogenation was ethyl acetate and the product was recrystallised from a mixture of MTBE and heptanes.